This data is from the Open Reaction Database (ORD), a public repository of structured organic reaction records. The task is: describe an organic reaction: reactants, conditions, products, and yield Reactants: C(C)NC1=C(C=C2C(=NC=NC2=C1)N1CCNCC1)[N+](=O)[O-] (7-ethylamino-6-nitro-4-(1-piperazinyl)quinazoline), Example 5 ( 1 ), [N-]=C=S (isothiocyanate). Yields the product C(C1=CC=CC=C1)NC(=S)N1CCN(CC1)C1=NC=NC2=CC(=C(C=C12)[N+](=O)[O-])NCC (N-Benzyl-4-(7-ethylamino-6-nitro-4-quinazolinyl)-1-piperazinethiocarboxamide). The yield is 77.0%. As a reaction SMILES: [CH2:1]([NH:3][C:4]1[CH:13]=[C:12]2[C:7]([C:8]([N:14]3[CH2:19][CH2:18][NH:17][CH2:16][CH2:15]3)=[N:9][CH:10]=[N:11]2)=[CH:6][C:5]=1[N+:20]([O-:22])=[O:21])[CH3:2].[N-:23]=[C:24]=[S:25]>>[CH2:8]([NH:23][C:24]([N:17]1[CH2:18][CH2:19][N:14]([C:8]2[C:7]3[C:12](=[CH:13][C:4]([NH:3][CH2:1][CH3:2])=[C:5]([N+:20]([O-:22])=[O:21])[CH:6]=3)[N:11]=[CH:10][N:9]=2)[CH2:15][CH2:16]1)=[S:25])[C:7]1[CH:12]=[CH:13][CH:4]=[CH:5][CH:6]=1. Procedure: Substantially the same procedure as in Example 60 was repeated, except that 7-ethylamino-6-nitro-4-(1-piperazinyl)quinazoline obtained in Reference Example 5 (1) was used in place of 6,7-dimethoxy-4-(1-piperazinyl)quinazoline, and the corresponding isothiocyanate was used in place of 4-phenoxyphenyl isocyanate, to give the desired compound.